This data is from the Open Reaction Database (ORD), a public repository of structured organic reaction records. The task is: describe an organic reaction: reactants, conditions, products, and yield Reactants: C1CCOC1, CNCc1cc(OC)ccc1-c1c(C2CCCCC2)c2ccc(C(=O)OC)cc2n1CC1OCCO1, Cl. The product is CNCc1cc(OC)ccc1-c1c(C2CCCCC2)c2ccc(C(=O)OC)cc2n1CC=O. RXN SMILES: [CH2:38]1[O:39][CH2:40][CH2:41][CH2:42]1.[CH:2]1([c:8]2[c:9](-[c:27]3[c:28]([CH2:35][NH:36][CH3:37])[cH:29][c:30]([O:33][CH3:34])[cH:31][cH:32]3)[n:10]([CH2:21][CH:22]3[O:23][CH2:26][CH2:25][O:24]3)[c:11]3[cH:12][c:13]([C:17](=[O:18])[O:19][CH3:20])[cH:14][cH:15][c:16]23)[CH2:3][CH2:4][CH2:5][CH2:6][CH2:7]1.[ClH:1]>>[CH:2]1([c:8]2[c:9](-[c:27]3[c:28]([CH2:35][NH:36][CH3:37])[cH:29][c:30]([O:33][CH3:34])[cH:31][cH:32]3)[n:10]([CH2:21][CH:22]=[O:23])[c:11]3[cH:12][c:13]([C:17](=[O:18])[O:19][CH3:20])[cH:14][cH:15][c:16]23)[CH2:3][CH2:4][CH2:5][CH2:6][CH2:7]1. Reactants: CCOCC, COC(=O)C(=O)c1ccc(OCC=Cc2ccccc2)cc1, CCCCCC, CO, [Na+], [OH-]. The product is O=C(O)C(=O)c1ccc(OCC=Cc2ccccc2)cc1. Reaction SMILES: [CH2:29]([O:30][CH2:31][CH3:32])[CH3:33].[CH3:1][O:2][C:3]([C:4]([c:5]1[cH:6][cH:7][c:8]([O:11][CH2:12][CH:13]=[CH:14][c:15]2[cH:16][cH:17][cH:18][cH:19][cH:20]2)[cH:9][cH:10]1)=[O:21])=[O:22].[CH3:23][CH2:24][CH2:25][CH2:26][CH2:27][CH3:28].[CH3:34][OH:35].[Na+:37].[OH-:36]>>[O:2]=[C:3]([C:4]([c:5]1[cH:6][cH:7][c:8]([O:11][CH2:12][CH:13]=[CH:14][c:15]2[cH:16][cH:17][cH:18][cH:19][cH:20]2)[cH:9][cH:10]1)=[O:21])[OH:22]. Reactants: COC(=O)Nc1nc2c(OC)ccc(C3CCCCO3)c2s1, [Na+], [OH-], O, OCCO. The product is COc1ccc(C2CCCCO2)c2sc(N)nc12. As a reaction SMILES: [CH3:1][O:2][C:3]([NH:4][c:5]1[s:6][c:7]2[c:8]([n:9]1)[c:10]([O:20][CH3:21])[cH:11][cH:12][c:13]2[CH:14]1[O:15][CH2:16][CH2:17][CH2:18][CH2:19]1)=[O:22].[Na+:24].[OH-:23].[OH2:25].[OH:26][CH2:27][CH2:28][OH:29]>>[NH2:4][c:5]1[s:6][c:7]2[c:8]([n:9]1)[c:10]([O:20][CH3:21])[cH:11][cH:12][c:13]2[CH:14]1[O:15][CH2:16][CH2:17][CH2:18][CH2:19]1. The reactants are COC(=O)[C@H]1N(C[C@H](C1)N=[N+]=[N-])C(=O)OC(C)(C)C ((2S,4S)-4-azidopyrrolidine-1,2-dicarboxylic acid 1-t-butyl ester 2-methyl ester). The reagents and catalysts are [Pd] (Pd/C). The solvent is CO (MeOH). The product is COC(=O)[C@H]1N(C[C@H](C1)N)C(=O)OC(C)(C)C ((2S,4S)-4-Aminopyrrolidine-1,2-dicarboxylic acid 1-t-Butyl Ester 2-Methyl Ester). Isolated yield 96.8%. Reaction SMILES: [CH3:1][O:2][C:3]([C@@H:5]1[CH2:9][C@H:8]([N:10]=[N+]=[N-])[CH2:7][N:6]1[C:13]([O:15][C:16]([CH3:19])([CH3:18])[CH3:17])=[O:14])=[O:4]>CO.[Pd]>[CH3:1][O:2][C:3]([C@@H:5]1[CH2:9][C@H:8]([NH2:10])[CH2:7][N:6]1[C:13]([O:15][C:16]([CH3:19])([CH3:18])[CH3:17])=[O:14])=[O:4]. Procedure details: (2S,4S)-4-azidopyrrolidine-1,2-dicarboxylic acid 1-t-butyl ester 2-methyl ester (8.5 g, 31 mmol) and Pd/C (10% w/w, 2.0 g) were stirred in MeOH (150 mL) at room temperature under an atmosphere of hydrogen for 48 hours. The mixture was filtered and the filtrate evaporated to afford the title compound (7.34 g, 30 mmol), which was used without further purification. MS m/z: [M+H]+ calcd for C11H20N2O4, 244.3. found 245.3. The reactants are C1CCOC1, C#CC(C)(C)O, COc1ccc(C=O)cc1. Product: COc1ccc(C(O)C#CC(C)(C)O)cc1. Reaction SMILES: [CH2:17]1[O:18][CH2:19][CH2:20][CH2:21]1.[CH3:1][C:2]([CH3:3])([C:4]#[CH:5])[OH:6].[CH3:7][O:8][c:9]1[cH:10][cH:11][c:12]([CH:13]=[O:14])[cH:15][cH:16]1>>[CH3:1][C:2]([CH3:3])([C:4]#[C:5][CH:13]([c:12]1[cH:11][cH:10][c:9]([O:8][CH3:7])[cH:16][cH:15]1)[OH:14])[OH:6].